Task: describe an organic reaction: reactants, conditions, products, and yield. Dataset: the Open Reaction Database (ORD), a public repository of structured organic reaction records Starting materials: Cc1cc(N=C=O)ccc1Oc1ncc(Br)cn1, CN(C)c1ccccc1C(N)=O, Cc1ccccc1. The product is Cc1cc(NC(=O)NC(=O)c2ccccc2N(C)C)ccc1Oc1ncc(Br)cn1. Reaction SMILES: [Br:1][c:2]1[cH:3][n:4][c:5]([O:8][c:9]2[c:10]([CH3:18])[cH:11][c:12]([N:15]=[C:16]=[O:17])[cH:13][cH:14]2)[n:6][cH:7]1.[CH3:19][N:20]([c:21]1[c:22]([C:23](=[O:24])[NH2:25])[cH:26][cH:27][cH:28][cH:29]1)[CH3:30].[CH3:31][c:32]1[cH:33][cH:34][cH:35][cH:36][cH:37]1>>[Br:1][c:2]1[cH:3][n:4][c:5]([O:8][c:9]2[c:10]([CH3:18])[cH:11][c:12]([NH:15][C:16](=[O:17])[NH:25][C:23]([c:22]3[c:21]([N:20]([CH3:19])[CH3:30])[cH:29][cH:28][cH:27][cH:26]3)=[O:24])[cH:13][cH:14]2)[n:6][cH:7]1.